Dataset: the Open Reaction Database (ORD), a public repository of structured organic reaction records. Task: describe an organic reaction: reactants, conditions, products, and yield Starting materials: CC(C)(C)OC(=O)Nc1nccn1Cc1cc(Cl)cc(Cl)c1, Fc1ccc(CBr)cc1, [H-], [Na+], CN(C)C=O. Yields the product CC(C)(C)OC(=O)N(Cc1ccc(F)cc1)c1nccn1Cc1cc(Cl)cc(Cl)c1. RXN SMILES: [C:1]([CH3:2])([CH3:3])([CH3:4])[O:5][C:6]([NH:7][c:8]1[n:9]([CH2:13][c:14]2[cH:15][c:16]([Cl:21])[cH:17][c:18]([Cl:20])[cH:19]2)[cH:10][cH:11][n:12]1)=[O:22].[F:25][c:26]1[cH:27][cH:28][c:29]([CH2:30][Br:31])[cH:32][cH:33]1.[H-:24].[Na+:23].[O:34]=[CH:35][N:36]([CH3:37])[CH3:38]>>[C:1]([CH3:2])([CH3:3])([CH3:4])[O:5][C:6]([N:7]([c:8]1[n:9]([CH2:13][c:14]2[cH:15][c:16]([Cl:21])[cH:17][c:18]([Cl:20])[cH:19]2)[cH:10][cH:11][n:12]1)[CH2:30][c:29]1[cH:28][cH:27][c:26]([F:25])[cH:33][cH:32]1)=[O:22].